From a dataset of the Open Reaction Database (ORD), a public repository of structured organic reaction records. describe an organic reaction: reactants, conditions, products, and yield Yields the product COC(CNC=1C=C2CCCC2=CC1OCC1=CC=CC=C1)=O ((6-benzyloxyindan-5-ylamino)-acetic acid methyl ester). Reactants: C(C1=CC=CC=C1)OC1=C(C=C2CCCC2=C1)N (6-benzyloxyindan-5-ylamine), CC(=O)O (AcOH), C(C)(=O)O[BH-](OC(C)=O)OC(C)=O.[Na+] (sodium triacetoxyborohydride). Reaction conditions: temperature 0 celsius, time 2 hour. Reaction SMILES: [CH2:1]([O:8][C:9]1[CH:17]=[C:16]2[C:12]([CH2:13][CH2:14][CH2:15]2)=[CH:11][C:10]=1[NH2:18])[C:2]1[CH:7]=[CH:6][CH:5]=[CH:4][CH:3]=1.[CH3:19][C:20]([OH:22])=[O:21].[C:23](O[BH-](OC(=O)C)OC(=O)C)(=O)C.[Na+]>CC#N>[CH3:23][O:21][C:20](=[O:22])[CH2:19][NH:18][C:10]1[CH:11]=[C:12]2[C:16](=[CH:17][C:9]=1[O:8][CH2:1][C:2]1[CH:3]=[CH:4][CH:5]=[CH:6][CH:7]=1)[CH2:15][CH2:14][CH2:13]2 |f:2.3|. Solvent: CC#N (MeCN). Reported procedure: To a stirred solution of 6-benzyloxyindan-5-ylamine (2.00 g, 8.37 mmol) in MeCN (50 mL) is added AcOH (25 mL) followed by ethyl gloxylate (50% in toluene, 2.49 mL, 12.6 mmol). This is stirred for 2 h, then cooled to 0° C. A slurry of sodium triacetoxyborohydride (3.55 g, 16.7 mmol) is added and this is stirred for 10 min, at which time LCMS reveals complete consumption of the starting material. The reaction is diluted with saturated NaHCO3 and DCM, and the organic layer is separated, washed with... Reactants: [Cl-] (chloride), ClC1=CC=2N(C3=CC=CC=C3SC2C=C1)CCCN1CCN(CC1)CCCl (1-[3-(2-chloro-10H-phenothiazin-10-yl)propyl]-4-(2-chloroethyl)piperazine), OC1=CC=C(OC[C@H](CNC(C)C)O)C=C1 ((S)-1-(4-hydroxyphenoxy)-3-(1-methylethyl)amino-2-propanol). Solvent: O (water), [OH-].[Na+] (sodium hydroxide), [OH-].[Na+] (sodium hydroxide), CS(=O)C (dimethylsulfoxide). Conditions: time 2 hour. Product: CC(C)NC[C@@H](COC1=CC=C(C=C1)OCCN1CCN(CC1)CCCN1C2=CC=CC=C2SC=2C=CC(=CC12)Cl)O ((S)-1-(1-methylethylamino)-3-[4-[2-[4-[3-(2-chloro-10H-phenothiazin-10-yl)propyl]piperazin-1-yl]ethoxy]phenoxy]-2-propanol). The yield is 94.1%. As a reaction SMILES: [Cl-].[Cl:2][C:3]1[CH:16]=[CH:15][C:14]2[S:13][C:12]3[C:7](=[CH:8][CH:9]=[CH:10][CH:11]=3)[N:6]([CH2:17][CH2:18][CH2:19][N:20]3[CH2:25][CH2:24][N:23]([CH2:26][CH2:27]Cl)[CH2:22][CH2:21]3)[C:5]=2[CH:4]=1.[OH:29][C:30]1[CH:44]=[CH:43][C:33]([O:34][CH2:35][C@@H:36]([OH:42])[CH2:37][NH:38][CH:39]([CH3:41])[CH3:40])=[CH:32][CH:31]=1>CS(C)=O.O.[OH-].[Na+]>[CH3:41][CH:39]([NH:38][CH2:37][C@H:36]([OH:42])[CH2:35][O:34][C:33]1[CH:32]=[CH:31][C:30]([O:29][CH2:27][CH2:26][N:23]2[CH2:22][CH2:21][N:20]([CH2:19][CH2:18][CH2:17][N:6]3[C:5]4[CH:4]=[C:3]([Cl:2])[CH:16]=[CH:15][C:14]=4[S:13][C:12]4[C:7]3=[CH:8][CH:9]=[CH:10][CH:11]=4)[CH2:25][CH2:24]2)=[CH:44][CH:43]=1)[CH3:40] |f:5.6|. Procedure details: To a solution of the chloride of 1-[3-(2-chloro-10H-phenothiazin-10-yl)propyl]-4-(2-chloroethyl)piperazine (9.4 g) in 75 ml dimethylsulfoxide was added (S)-1-(4-hydroxyphenoxy)-3-(1-methylethyl)amino-2-propanol (6.0 g) followed by 6.25 ml 4N sodium hydroxide solution. The mixture was stirred under argon at 55° for 2 hours then was cooled and diluted with 500 ml water and 35 ml 1N sodium hydroxide, and extracted with dichloromethane (3×). The extracts were backwashed with water (2×), dried over p... Procedure: Prepared analogously to Example 10(a) from 1-acetyl-2-indolinone and 4-bromo-benzoic acid in dry DMF in the presence of TBTU, HOBT and Hunig's base (20° C., overnight) and final purification by column chromatography on silica gel with CH2Cl2 /MeOH (20:1) as eluant. RXN SMILES: [C:1]([N:4]1[C:12]2[C:7](=[CH:8][CH:9]=[CH:10][CH:11]=2)[CH2:6][C:5]1=[O:13])(=[O:3])[CH3:2].[Br:14][C:15]1[CH:23]=[CH:22][C:18]([C:19](O)=[O:20])=[CH:17][CH:16]=1.CN(C(ON1N=NC2C=CC=CC1=2)=[N+](C)C)C.[B-](F)(F)(F)F.C1C=CC2N(O)N=NC=2C=1.CCN(C(C)C)C(C)C>CN(C=O)C>[C:1]([N:4]1[C:12]2[C:7](=[CH:8][CH:9]=[CH:10][CH:11]=2)[C:6](=[C:19]([OH:20])[C:18]2[CH:22]=[CH:23][C:15]([Br:14])=[CH:16][CH:17]=2)[C:5]1=[O:13])(=[O:3])[CH3:2] |f:2.3|. The solvent is CN(C)C=O (DMF). Yields the product C(C)(=O)N1C(C(C2=CC=CC=C12)=C(C1=CC=C(C=C1)Br)O)=O (1-acetyl-3-[1-hydroxy-1-(4-brom-phenyl)methylidene]-2-indolinone). Starting materials: C(C)(=O)N1C(CC2=CC=CC=C12)=O (1-acetyl-2-indolinone), BrC1=CC=C(C(=O)O)C=C1 (4-bromo-benzoic acid), CN(C)C(=[N+](C)C)ON1C2=C(C=CC=C2)N=N1.[B-](F)(F)(F)F (TBTU), C=1C=CC2=C(C1)N=NN2O (HOBT), CCN(C(C)C)C(C)C (Hunig's base).